This data is from the Open Reaction Database (ORD), a public repository of structured organic reaction records. The task is: describe an organic reaction: reactants, conditions, products, and yield Starting materials: C1(CC1)C1=CC=CC=C1 (Cyclopropyl benzene), C(C)(=O)[O-].[Na+] (sodium acetate), OS(=O)[O-].[Na+] (NaHSO3), BrBr (bromine). Run in C(C)(=O)O (acetic acid), Hexanes, O (water), C(C)(=O)O (acetic acid). Run at time 5 hour. The product is C1(CC1)C1=CC=C(C=C1)Br (p-cyclopropylbromobenzene). Yield: 21.0%. As a reaction SMILES: [CH:1]1([C:4]2[CH:9]=[CH:8][CH:7]=[CH:6][CH:5]=2)[CH2:3][CH2:2]1.C([O-])(=O)C.[Na+].[Br:15]Br.OS([O-])=O.[Na+]>C(O)(=O)C.O>[CH:1]1([C:4]2[CH:9]=[CH:8][C:7]([Br:15])=[CH:6][CH:5]=2)[CH2:3][CH2:2]1 |f:1.2,4.5|. Reported procedure: Cyclopropyl benzene (48.5 g, 410 mmol), glacial acetic acid (510 mL), and sodium acetate (38.9 g, 474 mmol) were added to a round bottomed flask. The flask was cooled in an ice-water bath. A solution of bromine (66.3 g, 414 mmol) dissolved in 105 mL of acetic acid was added dropwise over 90 min. The reaction mixture was stirred at temperatures between 0° C. and 10° C. for 5 h. The reaction was then allowed to warm to rt overnight. Hexanes (1300 mL) and water (250 mL) were added. Aqueous NaHSO3 (... Starting materials: C(#N)C1=CC=C(C=C1)C1N2C(SC1)=NC=C2C(=O)OCC (ethyl 3-(4-cyanophenyl)-2,3-dihydro-imidazo[2,1-b]thiazole-5-carboxylate), C(Cl)Cl (methylene chloride), [OH-].[Na+] (sodium hydroxide). Run in C(C)O (ethanol). Run at time 16 hour. Product: Cl.C(#N)C1=CC=C(C=C1)C1N2C(SC1)=NC=C2C(=O)O (3-(4-cyanophenyl)-2,3-dihydro-imidazo[2,1-b]thiazole-5-carboxylic acid hydrochloride). Reaction SMILES: [C:1]([C:3]1[CH:8]=[CH:7][C:6]([CH:9]2[CH2:13][S:12][C:11]3=[N:14][CH:15]=[C:16]([C:17]([O:19]CC)=[O:18])[N:10]23)=[CH:5][CH:4]=1)#[N:2].C(Cl)[Cl:23].[OH-].[Na+]>C(O)C>[ClH:23].[C:1]([C:3]1[CH:8]=[CH:7][C:6]([CH:9]2[CH2:13][S:12][C:11]3=[N:14][CH:15]=[C:16]([C:17]([OH:19])=[O:18])[N:10]23)=[CH:5][CH:4]=1)#[N:2] |f:2.3,5.6|. Reported procedure: To a solution of the ester from Step C (4.81 g, 16.1 mmol) in ethanol (10 mL)/methylene chloride (10 mL) at 0° C. was added sodium hydroxide (10 M in water, 2.09 mL, 20.9 mmol). After stirring for 16 hours, the organic solvents were evaporated in vacuo at 25° C., and the water removed by a stream of nitrogen. The crude product was acidified by the addition of hydrogen chloride (1 M in diethylether, 40 mL) and reconcentrated to provide the crude product as a white solid which was sufficiently pur... The reactants are [N+](=O)([O-])C=1C=C(CN)C=CC1 (3-nitrobenzylamine), ClC=1N=C(C2=C(N1)SC(=C2)C)Cl (2,4-dichloro-6-methyl-thieno-[2,3-d]-pyrimidine). Yields the product ClC=1N=C(C2=C(N1)SC(=C2)C)NCC2=CC(=CC=C2)[N+](=O)[O-] (2-chloro-6-methyl-4-(3-nitrobenzylamino)-thieno-[2,3-d]-pyrimidine). RXN SMILES: [N+:1]([C:4]1[CH:5]=[C:6]([CH:9]=[CH:10][CH:11]=1)[CH2:7][NH2:8])([O-:3])=[O:2].[Cl:12][C:13]1[N:14]=[C:15](Cl)[C:16]2[CH:21]=[C:20]([CH3:22])[S:19][C:17]=2[N:18]=1>>[Cl:12][C:13]1[N:14]=[C:15]([NH:8][CH2:7][C:6]2[CH:9]=[CH:10][CH:11]=[C:4]([N+:1]([O-:3])=[O:2])[CH:5]=2)[C:16]2[CH:21]=[C:20]([CH3:22])[S:19][C:17]=2[N:18]=1. Reported procedure: Following the procedure of Example 1, the reaction of 3-nitrobenzylamine with 2,4-dichloro-6-methyl-thieno-[2,3-d]-pyrimidine yields 2-chloro-6-methyl-4-(3-nitrobenzylamino)-thieno-[2,3-d]-pyrimidine Starting materials: CC(C)(C)C(Br)C(=O)[O-], O=C([O-])[O-], CN(C)C=O, CC1(C2CCCC2)Cc2cc(O)c(Cl)c(Cl)c2C1=O, [K+], [K+], CC(C)(C)OC(=O)COc1cc2c(c(Cl)c1Cl)C(=O)C(C1CCCC1)C2, O. Product: CC(C)(C)OC(=O)COc1cc2c(c(Cl)c1Cl)C(=O)C(C)(C1CCCC1)C2. RXN SMILES: [C:20]([CH:21]([Br:22])[C:23]([O-:24])=[O:25])([CH3:26])([CH3:27])[CH3:28].[C:29](=[O:30])([O-:31])[O-:32].[CH3:62][N:63]([CH3:64])[CH:65]=[O:66].[CH:1]1([C:6]2([CH3:19])[C:7](=[O:18])[c:8]3[c:9]([Cl:17])[c:10]([Cl:16])[c:11]([OH:15])[cH:12][c:13]3[CH2:14]2)[CH2:2][CH2:3][CH2:4][CH2:5]1.[K+:33].[K+:34].[O:35]=[C:36]1[c:37]2[c:38]([cH:39][c:40]([O:41][CH2:48][C:49](=[O:50])[O:51][C:52]([CH3:53])([CH3:54])[CH3:55])[c:42]([Cl:43])[c:44]2[Cl:45])[CH2:46][CH:47]1[CH:56]1[CH2:57][CH2:58][CH2:59][CH2:60]1.[OH2:61]>>[CH:1]1([C:6]2([CH3:19])[C:7](=[O:18])[c:8]3[c:9]([Cl:17])[c:10]([Cl:16])[c:11]([O:15][CH2:48][C:49](=[O:50])[O:51][C:52]([CH3:53])([CH3:54])[CH3:55])[cH:12][c:13]3[CH2:14]2)[CH2:2][CH2:3][CH2:4][CH2:5]1. Starting materials: C(=O)[C@@H]1[C@]2(CC(=O)O)[C@@H](CC1)[C@@H]1CN(C3=CC(CC[C@]3(C)[C@H]1CC2)=O)C(C)(C)C (17β-formyl-6-t-butylcarboxy-6-azaandrost-4-en-3-one), C(C(C)C)[Mg]Br (isobutylmagnesium bromide). Run in C1CCOC1 (THF). Yields the product OC(CC(C)C)[C@@H]1[C@]2(CC(=O)O)[C@@H](CC1)[C@@H]1CN(C3=CC(CC[C@]3(C)[C@H]1CC2)=O)C(C)(C)C (17β-(1-hydroxy-3-methylbutyl)-6-t-butylcarboxy-6-azaandrost-4-en-3-one). RXN SMILES: [CH:1]([C@H:3]1[CH2:11][CH2:10][C@H:9]2[C@H:12]3[C@H:22]([CH2:23][CH2:24][C@:4]12[CH2:5][C:6]([OH:8])=[O:7])[C@:20]1([CH3:21])[C:15](=[CH:16][C:17](=[O:25])[CH2:18][CH2:19]1)[N:14]([C:26]([CH3:29])([CH3:28])[CH3:27])[CH2:13]3)=[O:2].[CH2:30]([Mg]Br)[CH:31]([CH3:33])[CH3:32]>C1COCC1>[OH:2][CH:1]([C@H:3]1[CH2:11][CH2:10][C@H:9]2[C@H:12]3[C@H:22]([CH2:23][CH2:24][C@:4]12[CH2:5][C:6]([OH:8])=[O:7])[C@:20]1([CH3:21])[C:15](=[CH:16][C:17](=[O:25])[CH2:18][CH2:19]1)[N:14]([C:26]([CH3:29])([CH3:28])[CH3:27])[CH2:13]3)[CH2:30][CH:31]([CH3:33])[CH3:32]. Reported procedure: A solution of 17β-formyl-6-t-butylcarboxy-6-azaandrost-4-en-3-one (550 mg, 1.37 mmol), prepared in part B above, in THF (10 mL) is treated with isobutylmagnesium bromide (2.0M in diethyl ether, 2.0 mL, 4.0 mmol) at 0° C. After 20 minutes the reaction is quenched with saturated aqueous NaHSO4, extracted with ethyl acetate (2×40 mL), dried over MgSO4, concentrated and chromatographed on silica gel (50% ethyl acetate/hexanes) to give crude 17β-(1-hydroxy-3-methylbutyl)-6-t-butylcarboxy-6-azaandrost... Reactants: CC(C)(C)C(=O)OCn1cc(C=O)c2cc(Br)cnc21, OCc1ccccc1Br, [Li]C(C)(C)C, C1CCOC1. Yields the product CC(C)(C)C(=O)OCn1cc(C(O)c2ccccc2CO)c2cc(Br)cnc21. As a reaction SMILES: [Br:15][c:16]1[cH:17][c:18]2[c:19]([n:20][cH:21]1)[n:22]([CH2:27][O:28][C:29]([C:30]([CH3:31])([CH3:32])[CH3:33])=[O:34])[cH:23][c:24]2[CH:25]=[O:26].[Br:1][c:2]1[c:3]([CH2:8][OH:9])[cH:4][cH:5][cH:6][cH:7]1.[C:10]([Li:11])([CH3:12])([CH3:13])[CH3:14].[O:35]1[CH2:36][CH2:37][CH2:38][CH2:39]1>>[c:2]1([CH:25]([c:24]2[c:18]3[cH:17][c:16]([Br:15])[cH:21][n:20][c:19]3[n:22]([CH2:27][O:28][C:29]([C:30]([CH3:31])([CH3:32])[CH3:33])=[O:34])[cH:23]2)[OH:26])[c:3]([CH2:8][OH:9])[cH:4][cH:5][cH:6][cH:7]1. Starting materials: FC1=CC=C2COC(C2=C1)=O (6-fluoroisobenzofuran-1(3H)-one), [OH-].[K+] (potassium hydroxide). Solvent: CO (methanol), O (water). Product: FC=1C=CC(=C(C(=O)O)C1)CO (5-Fluoro-2-(hydroxymethyl)benzoic acid). Yield: 78.1%. RXN SMILES: [F:1][C:2]1[CH:10]=[C:9]2[C:5]([CH2:6][O:7][C:8]2=[O:11])=[CH:4][CH:3]=1.[OH-:12].[K+]>CO.O>[F:1][C:2]1[CH:3]=[CH:4][C:5]([CH2:6][OH:12])=[C:9]([CH:10]=1)[C:8]([OH:7])=[O:11] |f:1.2|. Procedure details: To a solution of 6-fluoroisobenzofuran-1(3H)-one (0.549 g, 3.61 mmol) in methanol (12 mL) and water (3 mL) at room temperature was added potassium hydroxide (0.350 g, 6.24 mmol). The mixture was heated at reflux for 1.5 hr. The mixture was concentrated under vacuum to a volume of about 3 mL. The residue was acidified with 1 M KHSO4 solution to pH 3-4. The insoluble material (inorganic salt) was removed by suction filtration and the filtrate was extracted with ethyl acetate (5×30 mL). The combine... The reactants are COC(=O)c1cnc(N2CCc3[nH]c4ccc(CN5CCN(C)CC5)cc4c3C2)nc1, CO, ClCCl, NO, [Na+], [OH-], O. Product: CN1CCN(Cc2ccc3[nH]c4c(c3c2)CN(c2ncc(C(=O)NO)cn2)CC4)CC1. RXN SMILES: [CH3:1][N:2]1[CH2:3][CH2:4][N:5]([CH2:8][c:9]2[cH:10][c:11]3[c:12]4[c:13]([nH:14][c:15]3[cH:16][cH:17]2)[CH2:18][CH2:19][N:20]([c:22]2[n:23][cH:24][c:25]([C:28](=[O:29])[O:30][CH3:31])[cH:26][n:27]2)[CH2:21]4)[CH2:6][CH2:7]1.[CH3:39][OH:40].[Cl:32][CH2:33][Cl:34].[NH2:35][OH:36].[Na+:38].[OH-:37].[OH2:41]>>[CH3:1][N:2]1[CH2:3][CH2:4][N:5]([CH2:8][c:9]2[cH:10][c:11]3[c:12]4[c:13]([nH:14][c:15]3[cH:16][cH:17]2)[CH2:18][CH2:19][N:20]([c:22]2[n:23][cH:24][c:25]([C:28](=[O:29])[NH:35][OH:36])[cH:26][n:27]2)[CH2:21]4)[CH2:6][CH2:7]1. Starting materials: O1C(CCCC1)ONC(=O)[C@@H](C\C=C\C1=CC=CC=C1)[C@H](C(=O)NNCC(C)C)CC(C)C ((E)-2(R)-[1(S)-[(tetrahydro-2(RS)-pyranyloxy)carbarnoyl]-4-phenyl-3-butenyl]-2′-isobutyl-4-methylvalerohydrazide). The reagents and catalysts are [Pt]=O (platinum(II)oxide). The solvent is C(C)(=O)O (acetic acid). Product: C1(CCCCC1)CCC[C@H](C(NOC1OCCCC1)=O)[C@H](C(=O)NNCC(C)C)CC(C)C (2(R)-[4-cyclohexyl-1(S)-[(tetrahydro-2(RS)-pyranyloxy)carbamoyl]butyl]-2′-isobutyl-4-methylvalerohydrazide). The yield is 92.4%. RXN SMILES: [O:1]1[CH2:6][CH2:5][CH2:4][CH2:3][CH:2]1[O:7][NH:8][C:9]([C@H:11]([C@@H:21]([CH2:30][CH:31]([CH3:33])[CH3:32])[C:22]([NH:24][NH:25][CH2:26][CH:27]([CH3:29])[CH3:28])=[O:23])[CH2:12]/[CH:13]=[CH:14]/[C:15]1[CH:20]=[CH:19][CH:18]=[CH:17][CH:16]=1)=[O:10]>C(O)(=O)C.[Pt]=O>[CH:15]1([CH2:14][CH2:13][CH2:12][C@@H:11]([C@@H:21]([CH2:30][CH:31]([CH3:33])[CH3:32])[C:22]([NH:24][NH:25][CH2:26][CH:27]([CH3:29])[CH3:28])=[O:23])[C:9](=[O:10])[NH:8][O:7][CH:2]2[CH2:3][CH2:4][CH2:5][CH2:6][O:1]2)[CH2:16][CH2:17][CH2:18][CH2:19][CH2:20]1. Reported procedure: A solution of 1.0 g of (E)-2(R)-[1(S)-[(tetrahydro-2(RS)-pyranyloxy)carbarnoyl]-4-phenyl-3-butenyl]-2′-isobutyl-4-methylvalerohydrazide in 30 ml of glacial acetic acid was hydrogenated in the presence of 0.300 g of platinum(II)oxide for 2 hours. The catalyst was removed by filtration and the solvent was evaporated and trituration with hexane gave 0.94 g of 2(R)-[4-cyclohexyl-1(S)-[(tetrahydro-2(RS)-pyranyloxy)carbamoyl]butyl]-2′-isobutyl-4-methylvalerohydrazide in the form of a white solid. The reactants are N=1NN=NC1C1=C2C[C@@H]3[C@H](C2=NN1)C3 ((1aR, 5aR)-4-(2H-Tetrazol-5-yl)-1a,3,5,5a-tetrahydro-1H-2,3-diaza-cyclopropa[a]pentalene), C1[C@@H]2[C@H]1CC1=C(NN=C21)C(=O)O ((1aR, 5aR)-1a,3,5,5a-Tetrahydro-1H-2,3-diaza-cyclopropa[a]pentalene-4-carboxylic acid). Product: N=1NC(=C2C1C[C@@H]1[C@H]2C1)C(=O)O ((3bR, 4aR)-3b,4,4a,5-Tetrahydro-2H-cyclopropa[3,4]cyclopenta[1,2-c]pyrazole-3-carboxylic acid). Reaction SMILES: N1NN=NC=1C1NN=C2C=1C[C@H]1C[C@H]12.[CH2:15]1[C@@H:17]2[CH2:18][C:19]3[C:23]([C@H:16]12)=[N:22][NH:21][C:20]=3[C:24]([OH:26])=[O:25]>>[N:22]1[NH:21][C:20]([C:24]([OH:26])=[O:25])=[C:19]2[C@@H:18]3[CH2:15][C@@H:17]3[CH2:16][C:23]=12. Procedure: (1aR, 5aR)-4-(2H-Tetrazol-5-yl)-1a,3,5,5a-tetrahydro-1H-2,3-diaza-cyclopropa[a]pentalene; and (1aR, 5aR)-1a,3,5,5a-Tetrahydro-1H-2,3-diaza-cyclopropa[a]pentalene-4-carboxylic acid.